From a dataset of the Open Reaction Database (ORD), a public repository of structured organic reaction records. describe an organic reaction: reactants, conditions, products, and yield Starting materials: CCN(CC)C(=O)Cl, Nc1ccccc1, O, c1ccncc1. The product is CCN(CC)C(=O)Nc1ccccc1. RXN SMILES: [CH2:8]([CH3:9])[N:10]([C:11](=[O:12])[Cl:13])[CH2:14][CH3:15].[NH2:1][c:2]1[cH:3][cH:4][cH:5][cH:6][cH:7]1.[OH2:16].[cH:17]1[cH:18][cH:19][n:20][cH:21][cH:22]1>>[NH:1]([c:2]1[cH:3][cH:4][cH:5][cH:6][cH:7]1)[C:11]([N:10]([CH2:8][CH3:9])[CH2:14][CH3:15])=[O:12]. Starting materials: COC(=O)C(Br)CCc1ccccc1, CCCCN1CCNC(=O)C1=O, [H-], [Na+], CN(C)C=O. Yields the product CCCCN1CCN(C(CCc2ccccc2)C(=O)OC)C(=O)C1=O. RXN SMILES: [Br:15][CH:16]([C:17](=[O:18])[O:19][CH3:20])[CH2:21][CH2:22][c:23]1[cH:24][cH:25][cH:26][cH:27][cH:28]1.[CH2:1]([CH2:2][CH2:3][CH3:4])[N:5]1[C:6](=[O:12])[C:7](=[O:11])[NH:8][CH2:9][CH2:10]1.[H-:13].[Na+:14].[O:29]=[CH:30][N:31]([CH3:32])[CH3:33]>>[CH2:1]([CH2:2][CH2:3][CH3:4])[N:5]1[C:6](=[O:12])[C:7](=[O:11])[N:8]([CH:16]([C:17](=[O:18])[O:19][CH3:20])[CH2:21][CH2:22][c:23]2[cH:24][cH:25][cH:26][cH:27][cH:28]2)[CH2:9][CH2:10]1. Reactants: CC(O)c1ccc(-c2ccccc2)c(Cl)c1, CC(C)=O, O=[Cr](=O)=O. Product: CC(=O)c1ccc(-c2ccccc2)c(Cl)c1. As a reaction SMILES: [CH3:1][CH:2]([c:3]1[cH:4][c:5]([Cl:15])[c:6](-[c:9]2[cH:10][cH:11][cH:12][cH:13][cH:14]2)[cH:7][cH:8]1)[OH:16].[CH3:21][C:22](=[O:23])[CH3:24].[O:17]=[Cr:18](=[O:19])=[O:20]>>[CH3:1][C:2]([c:3]1[cH:4][c:5]([Cl:15])[c:6](-[c:9]2[cH:10][cH:11][cH:12][cH:13][cH:14]2)[cH:7][cH:8]1)=[O:16]. Reactants: ClC1=C(C=C(C=C1)[C@H](N)C1=NN(C=C1)C)F ((S)-(4-chloro-3-fluorophenyl)(1-methyl-1H-pyrazol-3-yl)methanamine), FC1=C2C=NC(=NC2=CC(=C1)C(=O)N)N[C@@H]1[C@@H](COCC1)F (5-fluoro-2-((3S,4S)-3-fluorotetrahydro-2H-pyran-4-ylamino)quinazoline-7-carboxamide), 84b, F[C@@H]1COCC[C@@H]1N ((3S,4S)-3-fluorotetrahydro-2H-pyran-4-amine), FC=1C=C(C=CC1OC)C(N)C1=NN(N=C1)C ((3-fluoro-4-methoxyphenyl)(2-methyl-2H-1,2,3-triazol-4-yl)methanamine), FC1=C2C=NC(=NC2=CC(=C1)C(=O)N[C@H](C=1C=NN(C1)C)C1=CC(=C(C=C1)OC)F)N[C@@H]1[C@@H](COCC1)F (5-fluoro-N-((S)-(3-fluoro-4-methoxyphenyl)(1-methyl-1H-pyrazol-4-yl)methyl)-2-((3S,4S)-3-fluorotetrahydro-2H-pyran-4-ylamino)quinazoline-7-carboxamide), O1CC=C(C=C1)N (2H-pyran-4-amine). Product: FC1=C2C=NC(=NC2=CC(=C1)C(=O)N[C@H](C1=NN(N=C1)C)C1=CC(=C(C=C1)OC)F)NC1CCOCC1 ((S)-5-Fluoro-N-((3-fluoro-4-methoxyphenyl)(2-methyl-2H-1,2,3-triazol-4-yl)methyl)-2-(tetrahydro-2H-pyran-4-ylamino)quinazoline-7-carboxamide). As a reaction SMILES: ClC1C=CC([C@@H](C2C=CN(C)N=2)N)=CC=1F.[F:17][C:18]1[CH:19]=[C:20]([CH:26]([C:28]2[CH:32]=[N:31][N:30]([CH3:33])[N:29]=2)[NH2:27])[CH:21]=[CH:22][C:23]=1[O:24][CH3:25].[F:34][C:35]1[CH:44]=[C:43]([C:45](N[C@@H](C2C=CC(OC)=C(F)C=2)C2C=NN(C)C=2)=[O:46])[CH:42]=[C:41]2[C:36]=1[CH:37]=[N:38][C:39]([NH:64][C@H:65]1[CH2:70][CH2:69][O:68][CH2:67][C@H:66]1F)=[N:40]2.FC1C=C(C(N)=O)C=C2C=1C=NC(N[C@H]1CCOC[C@H]1F)=N2.O1C=CC(N)=CC1.F[C@H]1[C@@H](N)CCOC1>>[F:34][C:35]1[CH:44]=[C:43]([C:45]([NH:27][C@@H:26]([C:20]2[CH:21]=[CH:22][C:23]([O:24][CH3:25])=[C:18]([F:17])[CH:19]=2)[C:28]2[CH:32]=[N:31][N:30]([CH3:33])[N:29]=2)=[O:46])[CH:42]=[C:41]2[C:36]=1[CH:37]=[N:38][C:39]([NH:64][CH:65]1[CH2:66][CH2:67][O:68][CH2:69][CH2:70]1)=[N:40]2. Procedure details: (S)-5-Fluoro-N-((3-fluoro-4-methoxyphenyl)(2-methyl-2H-1,2,3-triazol-4-yl)methyl)-2-(tetrahydro-2H-pyran-4-ylamino)quinazoline-7-carboxamide (I-51) was prepared analogously except 32b was replaced with 34c, and 5-fluoro-N-((S)-(3-fluoro-4-methoxyphenyl)(1-methyl-1H-pyrazol-4-yl)methyl)-2-((3S,4S)-3-fluorotetrahydro-2H-pyran-4-ylamino)quinazoline-7-carboxamide (I-52) was prepared analogously except 84b was replaced with 5-fluoro-2-((3S,4S)-3-fluorotetrahydro-2H-pyran-4-ylamino)quinazoline-7-carbo... The reactants are P(Cl)(Cl)(Cl)(Cl)Cl (phosphorus pentachloride), ClC1=CC=C(C(=O)C=2CC(C(=O)NC3=CC=CC=C3)(C=CN2)F)C=C1 (2-(4-chlorobenzoyl)-4-fluoro-isonicotinanilide), C1=CC=CC=C1 (benzene), C(C)O (ethyl alcohol). The product is C(C)OC(C1(CC(=NC=C1)C(C1=CC=C(C=C1)Cl)=O)F)(NC1=CC=CC=C1)OCC (2-(4-Chlorobenzoyl)-4-fluoro-isonicotinanilide diethyl ketal). Yield: 75.0%. As a reaction SMILES: P(Cl)(Cl)(Cl)(Cl)Cl.[Cl:7][C:8]1[CH:31]=[CH:30][C:11]([C:12]([C:14]2[CH2:15][C:16]([F:29])([CH:26]=[CH:27][N:28]=2)[C:17]([NH:19][C:20]2[CH:25]=[CH:24][CH:23]=[CH:22][CH:21]=2)=[O:18])=[O:13])=[CH:10][CH:9]=1.[CH2:32]([OH:34])[CH3:33].[CH:35]1C=CC=C[CH:36]=1>>[CH2:35]([O:18][C:17]([O:34][CH2:32][CH3:33])([NH:19][C:20]1[CH:25]=[CH:24][CH:23]=[CH:22][CH:21]=1)[C:16]1([F:29])[CH:26]=[CH:27][N:28]=[C:14]([C:12](=[O:13])[C:11]2[CH:10]=[CH:9][C:8]([Cl:7])=[CH:31][CH:30]=2)[CH2:15]1)[CH3:36]. Procedure: To a mixture of phosphorus pentachloride (7.3 g) in benzene (250 ml), 2-(4-chlorobenzoyl)-4-fluoro-isonicotinanilide (12 g) was added, and the mixture was refluxed for 2 hours under stirring. After cooling, the solvent was completely distilled off under vacuum. The resulting residue was gradually added to an ethyl alcohol solution of potassium hydroxide (3.7 g) and allowed to react at room temperature over a period of 2 hours. After completion of the reaction, ethyl alcohol was distilled off und... Starting materials: C([O-])([O-])=O.[NH4+].[NH4+] (ammonium carbonate), C(CN)N (ethylenediamine), N (ammonia), [O-2].[Ca+2] (calcium oxide). Run in O (water), O (water). Yields the product C(CN)N.C([O-])([O-])=O.[Ca+2] (calcium carbonate ethylenediamine). Reaction SMILES: [O-2].[Ca+2:2].[C:3](=[O:6])([O-:5])[O-:4].[NH4+].[NH4+].[CH2:9]([NH2:12])[CH2:10][NH2:11].N>O>[CH2:9]([NH2:12])[CH2:10][NH2:11].[C:3](=[O:4])([O-:6])[O-:5].[Ca+2:2] |f:0.1,2.3.4,8.9.10|. Procedure details: Into a vessel equipped with an agitator was charged 60.3 g of water, to which was added 10 g of calcium oxide under stirring to disperse it into the water. Then 14.3 g of ammonium carbonate, 7.7 g of ethylenediamine and 7.7 g of 28% aqueous ammonia were serially added to and dissolved in the dispersed mixture under agitation, whereby there was obtained calcium carbonate ethylenediamine aqueous solution. Starting materials: [S-2].[Na+].[Na+] (sodium sulfide), [S] (sulfur), C(C)O (ethanol), BrC1=C(C=C(C(=C1)OC)OC)[N+](=O)[O-] (1-Bromo-4,5-dimethoxy-2-nitro-benzene), C(C)O (ethanol). Reaction conditions: time 15 minute. Yields the product COC=1C(=CC2=C(N=C(S2)C)C1)OC (5,6-Dimethoxy-2-methyl-benzothiazole). Reaction SMILES: Br[C:2]1[CH:7]=[C:6]([O:8][CH3:9])[C:5]([O:10][CH3:11])=[CH:4][C:3]=1[N+:12]([O-])=O.[S-2:15].[Na+].[Na+].[S].[CH2:19](O)[CH3:20]>>[CH3:11][O:10][C:5]1[C:6]([O:8][CH3:9])=[CH:7][C:2]2[S:15][C:19]([CH3:20])=[N:12][C:3]=2[CH:4]=1 |f:1.2.3,^3:17|. Reported procedure: 1-Bromo-4,5-dimethoxy-2-nitro-benzene (10 g) was suspended into ethanol (50 ml). To the reaction mixture was added the suspension of sodium sulfide (5 g) and sulfur (0.65 g) in ethanol (12 ml). The reaction mixture was refluxed 1.5 hour and then the resultant solid was filtered and washed with hot water and ethanol. The dry solid was slurried with acetic acid (60 ml) and acetanhydridi (35 ml). To the suspension was gradually added zinc (16.6 g) and the suspension was stirred at room temperature ... Starting materials: C(C(C)C)=O (Iso-butyraldehyde), C(C)NCCO (N-ethyl-2-hydroxyethylamine). Run in C1=CC=CC=C1 (Benzene). Product: C(C)(C)C1OCCN1CC (2-isopropyl-3-ethyl-1,3-oxazolidine). RXN SMILES: [CH:1](=[O:5])[CH:2]([CH3:4])[CH3:3].[CH2:6]([NH:8][CH2:9][CH2:10]O)[CH3:7]>C1C=CC=CC=1>[CH:2]([CH:1]1[N:8]([CH2:9][CH3:10])[CH2:6][CH2:7][O:5]1)([CH3:4])[CH3:3]. Procedure: Iso-butyraldehyde (11.1 g; 0.15 moles) was added slowly over a period of 1 hour to N-ethyl-2-hydroxyethylamine (13.3 g; 0.15 moles) at a temperature of 25°-30° C. Benzene (100 ml) was then added, and the resulting solution was heated to reflux. Continuous azeotropic distillation removed 2.8 ml of water. The benzene was then removed by vacuum distillation to give the desired 2-isopropyl-3-ethyl-1,3-oxazolidine as a yellow liquid.